Dataset: the Open Reaction Database (ORD), a public repository of structured organic reaction records. Task: describe an organic reaction: reactants, conditions, products, and yield Yields the product COC(C1=C(C(=CC(=C1Br)OC)O[Si](C)(C)C(C)(C)C)CSC[C@@H](C1=NC(=NO1)C)NC(C)=O)=O ((R)-2-[2-acetylamino-2-(3-methyl-1,2,4-oxadiazol-5-yl)-ethylsulfanylmethyl]-6-bromo-3-(tert-butyl-dimethyl-silanyloxy)-5-methoxybenzoic acid methyl ester). RXN SMILES: [CH3:1][O:2][C:3](=[O:23])[C:4]1[C:9]([Br:10])=[C:8]([O:11][CH3:12])[CH:7]=[C:6]([O:13][Si:14]([C:17]([CH3:20])([CH3:19])[CH3:18])([CH3:16])[CH3:15])[C:5]=1[CH2:21]Br.[SH:24][CH2:25][C@H:26]([NH:33][C:34](=[O:36])[CH3:35])[C:27]1[O:31][N:30]=[C:29]([CH3:32])[N:28]=1>>[CH3:1][O:2][C:3](=[O:23])[C:4]1[C:9]([Br:10])=[C:8]([O:11][CH3:12])[CH:7]=[C:6]([O:13][Si:14]([C:17]([CH3:20])([CH3:19])[CH3:18])([CH3:16])[CH3:15])[C:5]=1[CH2:21][S:24][CH2:25][C@H:26]([NH:33][C:34](=[O:36])[CH3:35])[C:27]1[O:31][N:30]=[C:29]([CH3:32])[N:28]=1. Reported procedure: 6-Bromo-2-bromomethyl-3-(tert-butyl-dimethylsilanyloxy)-5-methoxy-benzoic acid methyl ester and (R)-N-[2-mercapto-1-(3-methyl-1,2,4-oxadiazol-5-yl)-ethyl]-acetamide were subjected in an analogous manner to the procedure described in Example 6(b) to yield (R)-2-[2-acetylamino-2-(3-methyl-1,2,4-oxadiazol-5-yl)-ethylsulfanylmethyl]-6-bromo-3-(tert-butyl-dimethyl-silanyloxy)-5-methoxybenzoic acid methyl ester as a pale yellow oil. Starting materials: COC(C1=C(C(=CC(=C1Br)OC)O[Si](C)(C)C(C)(C)C)CBr)=O (6-Bromo-2-bromomethyl-3-(tert-butyl-dimethylsilanyloxy)-5-methoxy-benzoic acid methyl ester), SC[C@@H](C1=NC(=NO1)C)NC(C)=O ((R)-N-[2-mercapto-1-(3-methyl-1,2,4-oxadiazol-5-yl)-ethyl]-acetamide). The reactants are Cc1cc(SCC2=C(C(=O)O)N3C(=O)C(NC(=O)C(=O)c4csc(N)n4)C3SC2)nc2c(C(=O)O)cnn12, NOCS(=O)(=O)c1ccc(O)c(O)c1. Product: Cc1cc(SCC2=C(C(=O)O)N3C(=O)C(NC(=O)C(=NOCS(=O)(=O)c4ccc(O)c(O)c4)c4csc(N)n4)C3SC2)nc2c(C(=O)O)cnn12. Reaction SMILES: [NH2:15][c:16]1[s:17][cH:18][c:19]([C:21]([C:22](=[O:23])[NH:24][CH:25]2[CH:26]3[S:27][CH2:28][C:29]([CH2:37][S:38][c:39]4[n:40][c:41]5[n:42]([c:43]([CH3:45])[cH:44]4)[n:46][cH:47][c:48]5[C:49](=[O:50])[OH:51])=[C:30]([C:34](=[O:35])[OH:36])[N:31]3[C:32]2=[O:33])=[O:52])[n:20]1.[NH2:1][O:2][CH2:3][S:4](=[O:5])(=[O:6])[c:7]1[cH:8][c:9]([OH:14])[c:10]([OH:11])[cH:12][cH:13]1>>[N:1]([O:2][CH2:3][S:4](=[O:5])(=[O:6])[c:7]1[cH:8][c:9]([OH:14])[c:10]([OH:11])[cH:12][cH:13]1)=[C:21]([c:19]1[cH:18][s:17][c:16]([NH2:15])[n:20]1)[C:22](=[O:23])[NH:24][CH:25]1[CH:26]2[S:27][CH2:28][C:29]([CH2:37][S:38][c:39]3[n:40][c:41]4[n:42]([c:43]([CH3:45])[cH:44]3)[n:46][cH:47][c:48]4[C:49](=[O:50])[OH:51])=[C:30]([C:34](=[O:35])[OH:36])[N:31]2[C:32]1=[O:33]. Starting materials: BrC=1C=C2CCC(C2=CC1)OC1OCCCC1 (5-bromo-1-(tetrahydropyran-2-yloxy)indane), CCCCCC.C(CCC)[Li] (n-butyllithiumhexan), ice water, C(C)OCC (diethyl ether), [Cl-].[NH4+] (ammonium chloride). The solvent is O1CCCC1 (tetrahydrofuran). Conditions: time 5 minute. Product: C(=O)C=1C=C2CCC(C2=CC1)OC1OCCCC1 (5-formyl-1-(tetrahydropyran-2-yloxy)indane). As a reaction SMILES: Br[C:2]1[CH:3]=[C:4]2[C:8](=[CH:9][CH:10]=1)[CH:7]([O:11][CH:12]1[CH2:17][CH2:16][CH2:15][CH2:14][O:13]1)[CH2:6][CH2:5]2.CCCCCC.C([Li])CCC.[CH2:29]([O:31]CC)C.[Cl-].[NH4+]>O1CCCC1>[CH:29]([C:2]1[CH:3]=[C:4]2[C:8](=[CH:9][CH:10]=1)[CH:7]([O:11][CH:12]1[CH2:17][CH2:16][CH2:15][CH2:14][O:13]1)[CH2:6][CH2:5]2)=[O:31] |f:1.2,4.5|. Procedure details: 8.1 g of 5-bromo-1-(tetrahydropyran-2-yloxy)indane was dissolved in 100 ml of anhydrous tetrahydrofuran under a nitrogen atmosphere. To the solution was dropwise added 20 ml of a 1.5N n-butyllithiumhexan solution at -65° C. in 10 minutes. The resulting mixture was stirred at the same temperature for 5 minutes. Thereto was added 2.3 ml of anhydrous N,N-dimethylformaide. The reaction mixture was heated to room temperature and added to a mixture of 100 ml of ice water, 100 ml of diethyl ether and 2... The reactants are ClC1=C2NC=NC2=NC(=N1)F (6-chloro-2-fluoropurine), C(C)(C)N(CC)C(C)C (diisopropylethylamine), C(Cl)(Cl)Cl (CHCl3), NCC1=CC=NC=C1 (4-(aminomethyl)pyridine). Run in CCCCO (n-BuOH), CO (MeOH). Reaction conditions: time 1 hour. The product is FC1=NC(=C2N=CNC2=N1)NCC1=CC=NC=C1 ((2-Fluoro-9H-purin-6-yl)-pyridin-4-ylmethylamine). Reaction SMILES: Cl[C:2]1[N:10]=[C:9]([F:11])[N:8]=[C:7]2[C:3]=1[NH:4][CH:5]=[N:6]2.C(N(C(C)C)CC)(C)C.[NH2:21][CH2:22][C:23]1[CH:28]=[CH:27][N:26]=[CH:25][CH:24]=1.C(Cl)(Cl)Cl>CCCCO.CO>[F:11][C:9]1[N:8]=[C:7]2[C:3]([N:4]=[CH:5][NH:6]2)=[C:2]([NH:21][CH2:22][C:23]2[CH:28]=[CH:27][N:26]=[CH:25][CH:24]=2)[N:10]=1. Procedure details: To a stirred solution of 6-chloro-2-fluoropurine (1 g, 5.8 mmol) in n-BuOH (50 mL) under an argon atmosphere at 0° C., was added diisopropylethylamine (3 ml, 17.4 mmol) followed by 4-(aminomethyl)pyridine (0.9 ml, 1.5 eq, 8.7 mmol). The reaction mixture was stirred at this temperature for 1 h and then allowed to return to room temperature and stirred for 4 h, when TLC(CHCl3:MeOH; 90:10) indicated that the reaction had gone to completion. The solvent was evaporated in vacuo and the residue was pu...